From a dataset of the Open Reaction Database (ORD), a public repository of structured organic reaction records. describe an organic reaction: reactants, conditions, products, and yield The reactants are CC(=O)O[BH-](OC(C)=O)OC(C)=O, O=C([O-])O, COC(=O)C1CCCCCC1N, CO, CC(=O)O, O=CCC1CC1, ClCCl, Cl, [Na+], [Na+]. Product: COC(=O)C1CCCCCC1NCCC1CC1. RXN SMILES: [C:20]([O:21][BH-:22]([O:23][C:24](=[O:25])[CH3:26])[O:27][C:28](=[O:29])[CH3:30])(=[O:31])[CH3:32].[C:34](=[O:35])([OH:36])[O-:37].[CH3:2][O:3][C:4](=[O:5])[CH:6]1[CH:7]([NH2:13])[CH2:8][CH2:9][CH2:10][CH2:11][CH2:12]1.[CH3:39][OH:40].[CH3:44][C:45](=[O:46])[OH:47].[CH:14]1([CH2:17][CH:18]=[O:19])[CH2:15][CH2:16]1.[Cl:41][CH2:42][Cl:43].[ClH:1].[Na+:33].[Na+:38]>>[CH3:2][O:3][C:4](=[O:5])[CH:6]1[CH:7]([NH:13][CH2:18][CH2:17][CH:14]2[CH2:15][CH2:16]2)[CH2:8][CH2:9][CH2:10][CH2:11][CH2:12]1. Reactants: C(C(=O)Cl)(=O)Cl (oxalyl chloride), CN1CCN(CC1)S(=O)(=O)C=1C=CC(=C(C(=O)O)C1)OCC1=CC=CC=C1 (5-[(4-methyl-1-piperazinyl)sulfonyl]-2-[(phenylmethyl)oxy]benzoic acid), acyl chloride, N1=CC(=CC=C1)N (3-pyridinamine), C(C)(C)N(CC)C(C)C (diisopropylethylamine). Run in ClCCl (dichloromethane), ClCCl (dichloromethane), ClCCl (dichloromethane), ClCCl (dichloromethane). Reaction conditions: temperature 25 celsius, time 0.5 hour. Product: CN1CCN(CC1)S(=O)(=O)C=1C=CC(=C(C(=O)NC=2C=NC=CC2)C1)OCC1=CC=CC=C1 (5-[(4-Methyl-1-piperazinyl)sulfonyl]-2-[(phenylmethyl)oxy]-N-3-pyridinylbenzamide). Reaction SMILES: C(Cl)(=O)C(Cl)=O.[CH3:7][N:8]1[CH2:13][CH2:12][N:11]([S:14]([C:17]2[CH:18]=[CH:19][C:20]([O:26][CH2:27][C:28]3[CH:33]=[CH:32][CH:31]=[CH:30][CH:29]=3)=[C:21]([CH:25]=2)[C:22]([OH:24])=O)(=[O:16])=[O:15])[CH2:10][CH2:9]1.[N:34]1[CH:39]=[CH:38][CH:37]=[C:36]([NH2:40])[CH:35]=1.C(N(C(C)C)CC)(C)C>ClCCl>[CH3:7][N:8]1[CH2:9][CH2:10][N:11]([S:14]([C:17]2[CH:18]=[CH:19][C:20]([O:26][CH2:27][C:28]3[CH:29]=[CH:30][CH:31]=[CH:32][CH:33]=3)=[C:21]([CH:25]=2)[C:22]([NH:40][C:36]2[CH:35]=[N:34][CH:39]=[CH:38][CH:37]=2)=[O:24])(=[O:16])=[O:15])[CH2:12][CH2:13]1. Reported procedure: A solution of oxalyl chloride (0.03 ml, 0.31 mmol) in dichloromethane (5 ml) was added dropwise over 1 min to a stirred solution of 5-[(4-methyl-1-piperazinyl)sulfonyl]-2-[(phenylmethyl)oxy]benzoic acid (may be prepared as described in Description 72; 120 mg, 0.31 mmol) in dichloromethane (5 ml) at 0° C. The reaction mixture was stirred at 25° C. for 0.5 h, and then concentrated to give crude acyl chloride. A solution of this acyl chloride in dichloromethane (5 ml) was added dropwise over 5 min ... Reactants: [N+](=O)([O-])C=1C=C(C=CC1)C=1OC=CC1C(=O)O (2-(3-nitrophenyl)furan-3-carboxylic acid), CO (methanol). Reagents/catalysts: S(O)(O)(=O)=O (sulfuric acid). The product is COC(=O)C1=C(OC=C1)C1=CC(=CC=C1)[N+](=O)[O-] (2-(3-Nitrophenyl)furan-3-carboxylic acid methyl ester). Reaction SMILES: [N+:1]([C:4]1[CH:5]=[C:6]([C:10]2[O:11][CH:12]=[CH:13][C:14]=2[C:15]([OH:17])=[O:16])[CH:7]=[CH:8][CH:9]=1)([O-:3])=[O:2].[CH3:18]O>S(=O)(=O)(O)O>[CH3:18][O:16][C:15]([C:14]1[CH:13]=[CH:12][O:11][C:10]=1[C:6]1[CH:7]=[CH:8][CH:9]=[C:4]([N+:1]([O-:3])=[O:2])[CH:5]=1)=[O:17]. Reported procedure: A solution of 2-(3-nitrophenyl)furan-3-carboxylic acid (1.2 g) in methanol (200 mL) containing concentrated sulfuric acid (5 drops) was heated under reflux for 18 h. The reaction solution was evaporated to dryness under reduced pressure to give the title compound as a yellow solid (0.66 g). m.p.=93–94° C. Reaction SMILES: Cl[CH2:2][C:3]([N:5]1[C:11]2[CH:12]=[CH:13][CH:14]=[CH:15][C:10]=2[C:9](=[O:16])[NH:8][C:7]2[CH:17]=[CH:18][CH:19]=[CH:20][C:6]1=2)=[O:4].[NH:21]1[CH2:26][CH:25]([CH:27]2[CH2:32][CH2:31][CH2:30][N:28]2[CH3:29])[CH2:24][CH2:23][CH2:22]1>C(OCC)(=O)C>[CH3:29][N:28]1[CH2:30][CH2:31][CH2:32][CH:27]1[CH:25]1[CH2:24][CH2:23][CH2:22][N:21]([CH2:2][C:3]([N:5]2[C:11]3[CH:12]=[CH:13][CH:14]=[CH:15][C:10]=3[C:9](=[O:16])[NH:8][C:7]3[CH:17]=[CH:18][CH:19]=[CH:20][C:6]2=3)=[O:4])[CH2:26]1. Procedure details: The title compound is prepared analogously to Example 35 from 5-(chloroacetyl)-5,10-dihydro-11H-dibenzo[b,e][1,4]diazepin-11-one and hexahydronicotine to give colorless crystals, mp. 161°-163° C. (ethyl acetate). The product is CN1C(CCC1)C1CN(CCC1)CC(=O)N1C2=C(NC(C3=C1C=CC=C3)=O)C=CC=C2 (5,10-Dihydro-5-[[3-(1-methyl-2-pyrrolidinyl)-1-piperidinyl]acetyl]-11H-dibenzo[b,e][1,4]diazepin-11-one). Solvent: C(C)(=O)OCC (ethyl acetate). Reactants: ClCC(=O)N1C2=C(NC(C3=C1C=CC=C3)=O)C=CC=C2 (5-(chloroacetyl)-5,10-dihydro-11H-dibenzo[b,e][1,4]diazepin-11-one), N1CCCC(C1)C1N(C)CCC1 (hexahydronicotine).